From a dataset of the Open Reaction Database (ORD), a public repository of structured organic reaction records. describe an organic reaction: reactants, conditions, products, and yield Yields the product COC([C@H](CC1=CC=C(C=C1)C1=C(C(=NC=C1)C)C)NC(=O)OC(C)(C)C)=O ((S)-2-tert-butoxycarbonylamino-3-[4-(2,3-dimethyl-pyridin-4-yl)-phenyl]-propionic acid methyl ester). Conditions: temperature 80 celsius, time 18 hour. Run in C1(=CC=CC=C1)C (toluene), O (water). Yield: 57.7%. RXN SMILES: [CH3:1][O:2][C:3](=[O:29])[C@@H:4]([NH:21][C:22]([O:24][C:25]([CH3:28])([CH3:27])[CH3:26])=[O:23])[CH2:5][C:6]1[CH:11]=[CH:10][C:9](B2OC(C)(C)C(C)(C)O2)=[CH:8][CH:7]=1.Br[C:31]1[CH:36]=[CH:35][N:34]=[C:33]([CH3:37])[C:32]=1[CH3:38].C([O-])([O-])=O.[Na+].[Na+]>C1(C)C=CC=CC=1.O.C1C=CC([P]([Pd]([P](C2C=CC=CC=2)(C2C=CC=CC=2)C2C=CC=CC=2)([P](C2C=CC=CC=2)(C2C=CC=CC=2)C2C=CC=CC=2)[P](C2C=CC=CC=2)(C2C=CC=CC=2)C2C=CC=CC=2)(C2C=CC=CC=2)C2C=CC=CC=2)=CC=1>[CH3:1][O:2][C:3](=[O:29])[C@@H:4]([NH:21][C:22]([O:24][C:25]([CH3:26])([CH3:27])[CH3:28])=[O:23])[CH2:5][C:6]1[CH:7]=[CH:8][C:9]([C:31]2[CH:36]=[CH:35][N:34]=[C:33]([CH3:37])[C:32]=2[CH3:38])=[CH:10][CH:11]=1 |f:2.3.4,^1:56,58,77,96|. Procedure: Suzuki coupling.: To a mixture of (S)-2-tert-butoxycarbonylamino-3-[4-(4,4,5,5-tetramethyl-[1,3,2]dioxaborolan-2-yl)-phenyl]-propionic acid methyl ester (8.22 g) in 140 mL toluene and 40 mL water was added 4-bromo-2,3-dimethyl-pyridine (6.77 g), Na2CO3 (7.5 g), and Pd(PPh3)4. The mixture was purged with nitrogen and stirred under nitrogen at 80° C. for 18 h. The mixture was then cooled to rt and poured into water-EtOAc. The organic layer was washed with water and saturated brine, dried over Na2S... Reagents/catalysts: C=1C=CC(=CC1)[P](C=2C=CC=CC2)(C=3C=CC=CC3)[Pd]([P](C=4C=CC=CC4)(C=5C=CC=CC5)C=6C=CC=CC6)([P](C=7C=CC=CC7)(C=8C=CC=CC8)C=9C=CC=CC9)[P](C=1C=CC=CC1)(C=1C=CC=CC1)C=1C=CC=CC1 (Pd(PPh3)4). The reactants are COC([C@H](CC1=CC=C(C=C1)B1OC(C(O1)(C)C)(C)C)NC(=O)OC(C)(C)C)=O ((S)-2-tert-butoxycarbonylamino-3-[4-(4,4,5,5-tetramethyl-[1,3,2]dioxaborolan-2-yl)-phenyl]-propionic acid methyl ester), BrC1=C(C(=NC=C1)C)C (4-bromo-2,3-dimethyl-pyridine), C(=O)([O-])[O-].[Na+].[Na+] (Na2CO3). Reactants: Cc1nc(Br)c(-c2ccc(F)cc2F)n1Cc1ccccc1, COCCOC, CC(C)S(=O)(=O)n1c(N)nc2ccc(B(O)O)cc21, [Na+], [Na+], O=C([O-])[O-], O. Product: Cc1nc(-c2ccc3nc(N)n(S(=O)(=O)C(C)C)c3c2)c(-c2ccc(F)cc2F)n1Cc1ccccc1. RXN SMILES: [CH2:1]([c:2]1[cH:3][cH:4][cH:5][cH:6][cH:7]1)[n:8]1[c:9]([CH3:22])[n:10][c:11]([Br:21])[c:12]1-[c:13]1[c:14]([F:20])[cH:15][c:16]([F:19])[cH:17][cH:18]1.[CH3:48][O:49][CH2:50][CH2:51][O:52][CH3:53].[CH:23]([CH3:24])([CH3:25])[S:26](=[O:27])(=[O:28])[n:29]1[c:30]([NH2:41])[n:31][c:32]2[c:33]1[cH:34][c:35]([B:38]([OH:39])[OH:40])[cH:36][cH:37]2.[Na+:42].[Na+:43].[O-:44][C:45](=[O:46])[O-:47].[OH2:54]>>[CH2:1]([c:2]1[cH:3][cH:4][cH:5][cH:6][cH:7]1)[n:8]1[c:9]([CH3:22])[n:10][c:11](-[c:35]2[cH:34][c:33]3[n:29]([S:26]([CH:23]([CH3:24])[CH3:25])(=[O:27])=[O:28])[c:30]([NH2:41])[n:31][c:32]3[cH:37][cH:36]2)[c:12]1-[c:13]1[c:14]([F:20])[cH:15][c:16]([F:19])[cH:17][cH:18]1. Starting materials: [H-].[H-].[H-].[H-].[Li+].[Al+3] (LAH), ClC1=CC(=C(S1)COC1=C(C=C(C=C1F)CCC(=O)OCC)F)C1=CC=C(C=C1)CC (ethyl 3-(4-((5-chloro-3-(4-ethylphenyl)thiophen-2-yl)methoxy)-3,5-difluoro phenyl)propanoate). The product is ClC1=CC(=C(S1)COC1=C(C=C(C=C1F)CCCO)F)C1=CC=C(C=C1)CC (3-(4-[[5-chloro-3-(4-ethylphenyl)thiophen-2-yl]methoxy]-3,5-difluorophenyl)propan-1-ol). Reaction SMILES: [H-].[H-].[H-].[H-].[Li+].[Al+3].[Cl:7][C:8]1[S:12][C:11]([CH2:13][O:14][C:15]2[C:20]([F:21])=[CH:19][C:18]([CH2:22][CH2:23][C:24](OCC)=[O:25])=[CH:17][C:16]=2[F:29])=[C:10]([C:30]2[CH:35]=[CH:34][C:33]([CH2:36][CH3:37])=[CH:32][CH:31]=2)[CH:9]=1>>[Cl:7][C:8]1[S:12][C:11]([CH2:13][O:14][C:15]2[C:20]([F:21])=[CH:19][C:18]([CH2:22][CH2:23][CH2:24][OH:25])=[CH:17][C:16]=2[F:29])=[C:10]([C:30]2[CH:31]=[CH:32][C:33]([CH2:36][CH3:37])=[CH:34][CH:35]=2)[CH:9]=1 |f:0.1.2.3.4.5|. Procedure details: The title compound was prepared according to the procedure described in Example 223 by LAH reduction of ethyl 3-(4-((5-chloro-3-(4-ethylphenyl)thiophen-2-yl)methoxy)-3,5-difluoro phenyl)propanoate to give the desired product as off-white oil. 1H-NMR (300 MHz, CD3OD) δ 7.27 (d, J=8.4 Hz, 2H), 7.17 (d, J=8.4 Hz, 2H), 6.92 (s, 1H), 6.72 (t, J=8.4 Hz, 2H), 5.01 (s, 2H), 3.29 (t, J=6.6 Hz, 2H), 2.54-2.64 (m, 4H), 1.68-1.78 (m, 2H), 1.18 (t, J=7.8 Hz, 3H). Mass spectrum (ESI, m/z): Calcd. for C22H21C1... The reactants are C(C)(=O)OCC (ethyl acetate), NC=1C(=CC(=C(C(=O)OC)C1)F)C#N (methyl 5-amino-4-cyano-2-fluorobenzoate), ICI (diiodomethane), N(=O)OCCC(C)C (isoamyl nitrite). Reagents/catalysts: [Cu]I (copper(I) iodide). The solvent is O (water), C1CCOC1 (THF). Yields the product C(#N)C1=CC(=C(C(=O)OC)C=C1I)F (methyl 4-cyano-2-fluoro-5-iodobenzoate). Yield: 42.3%. Reaction SMILES: N[C:2]1[C:3]([C:13]#[N:14])=[CH:4][C:5]([F:12])=[C:6]([CH:11]=1)[C:7]([O:9][CH3:10])=[O:8].[I:15]CI.N(OCCC(C)C)=O.C(OCC)(=O)C>C1COCC1.[Cu]I.O>[C:13]([C:3]1[C:2]([I:15])=[CH:11][C:6]([C:7]([O:9][CH3:10])=[O:8])=[C:5]([F:12])[CH:4]=1)#[N:14]. Reported procedure: To a solution of methyl 5-amino-4-cyano-2-fluorobenzoate (437 mg, 2.2 mmol) in THF (13 mL) was added copper(I) iodide (419 mg, 2.2 mmol), diiodomethane (890 uL, 11 mmol), and isoamyl nitrite (890 uL, 6.6 mmol). The solution was heated to reflux for 4 h and was then allowed to cool to room temperature. After dilution with ethyl acetate, water was added and the mixture was filtered through celite. The biphasic filtrate was partitioned. The organic phase was dried over magnesium sulfate, filtered, ... Reactants: CCc1cccc(NC(C(=O)O)c2ccccc2)c1, C1CCOC1, Cl, OC1CN2CCC1CC2, On1nnc2ccccc21. Yields the product CCc1cccc(NC(C(=O)OC2CN3CCC2CC3)c2ccccc2)c1. RXN SMILES: [CH2:12]([CH3:13])[c:14]1[cH:15][c:16]([NH:20][CH:21]([C:22](=[O:23])[OH:24])[c:25]2[cH:26][cH:27][cH:28][cH:29][cH:30]2)[cH:17][cH:18][cH:19]1.[CH2:40]1[O:41][CH2:42][CH2:43][CH2:44]1.[ClH:11].[N:31]12[CH2:32][CH:33]([OH:39])[CH:34]([CH2:35][CH2:36]1)[CH2:37][CH2:38]2.[OH:1][n:2]1[c:3]2[c:4]([cH:5][cH:6][cH:7][cH:8]2)[n:9][n:10]1>>[CH2:12]([CH3:13])[c:14]1[cH:15][c:16]([NH:20][CH:21]([C:22]([O:23][CH:33]2[CH2:32][N:31]3[CH2:36][CH2:35][CH:34]2[CH2:37][CH2:38]3)=[O:24])[c:25]2[cH:26][cH:27][cH:28][cH:29][cH:30]2)[cH:17][cH:18][cH:19]1.